From a dataset of the Open Reaction Database (ORD), a public repository of structured organic reaction records. describe an organic reaction: reactants, conditions, products, and yield Reaction SMILES: [F:1][C:2]1[CH:7]=[CH:6][C:5]([CH2:8][CH2:9]O)=[CH:4][CH:3]=1.[ClH:11]>CCCCCCCC[N+](CCCCCCCC)(CCCCCCCC)C.[Cl-].ClC1C=CC=CC=1>[Cl:11][CH2:9][CH2:8][C:5]1[CH:6]=[CH:7][C:2]([F:1])=[CH:3][CH:4]=1 |f:2.3|. Run in ClC1=CC=CC=C1 (chlorobenzene). Reagents/catalysts: CCCCCCCC[N+](C)(CCCCCCCC)CCCCCCCC.[Cl-] (Aliquat® 336). Procedure details: A mixture of 7 g of 2-(4-fluoro-phenyl)-ethanol, 25 mL of chlorobenzene, 42 mL of 37% HCl, and 0.9 g of Aliquat® 336 (tricaprylylmethyl ammonium chloride) was heated to reflux for 3 days, cooled and extracted into 3×100 mL of hexane. The combined extracts were dried over magnesium sulfate and concentrated under reduced pressure. The resulting oil was a crude product of 1-(2-chloro-ethyl)-4-fluoro-benzene: Product: ClCCC1=CC=C(C=C1)F (1-(2—Chloro-ethyl)-4-fluoro-benzene). The reactants are FC1=CC=C(C=C1)CCO (2-(4-fluoro-phenyl)-ethanol), Cl (HCl). Starting materials: Cl, O=C=Nc1ccc(C(F)(F)F)cc1, CN1CCCCC1=N, [Na+], [OH-], O. Yields the product CN1CCCCC1=NC(=O)Nc1ccc(C(F)(F)F)cc1. RXN SMILES: [ClH:1].[F:12][C:13]([c:14]1[cH:15][cH:16][c:17]([N:20]=[C:21]=[O:22])[cH:18][cH:19]1)([F:23])[F:24].[NH:2]=[C:3]1[N:4]([CH3:9])[CH2:5][CH2:6][CH2:7][CH2:8]1.[Na+:11].[OH-:10].[OH2:25]>>[N:2](=[C:3]1[N:4]([CH3:9])[CH2:5][CH2:6][CH2:7][CH2:8]1)[C:21]([NH:20][c:17]1[cH:16][cH:15][c:14]([C:13]([F:12])([F:23])[F:24])[cH:19][cH:18]1)=[O:22]. The reactants are C(C=C)OC(=O)N1[C@@H](C[C@H](C1)OS(=O)(=O)C)COCCF ((2S,4R)-1-allyloxycarbonyl-2-(2-fluoroethyloxymethyl)-4-methylsulfonyloxypyrrolidine), ice water, [H-].[Na+] (sodium hydride), C(CC)(=S)S (propanedithioic acid). Run in O1CCCC1 (tetrahydrofuran), O1CCCC1 (tetrahydrofuran). Product: C(C=C)OC(=O)N1[C@@H](C[C@@H](C1)SC(CC)=S)COCCF ((2S,4S)-1-allyloxycarbonyl-2-(2-fluoroethyloxymethyl)-4-[(1-thioxopropyl)thio]pyrrolidine). Yield: 60.0%. RXN SMILES: [H-].[Na+].[C:3]([SH:7])(=[S:6])[CH2:4][CH3:5].[CH2:8]([O:11][C:12]([N:14]1[CH2:18][C@H:17](OS(C)(=O)=O)[CH2:16][C@H:15]1[CH2:24][O:25][CH2:26][CH2:27][F:28])=[O:13])[CH:9]=[CH2:10]>O1CCCC1>[CH2:8]([O:11][C:12]([N:14]1[CH2:18][C@@H:17]([S:6][C:3](=[S:7])[CH2:4][CH3:5])[CH2:16][C@H:15]1[CH2:24][O:25][CH2:26][CH2:27][F:28])=[O:13])[CH:9]=[CH2:10] |f:0.1|. Reported procedure: To a suspension of sodium hydride (60% in oil, 2.0 g) in anhydrous tetrahydrofuran (50 ml) was added propanedithioic acid (5.0 g) with ice-cooling. A solution of (2S,4R)-1-allyloxycarbonyl-2-(2-fluoroethyloxymethyl)-4-methylsulfonyloxypyrrolidine (16.25 g) in anhydrous tetrahydrofuran (50 ml) was added dropwise to the mixture and the mixture was heated at 60°-70° C. for 4 hours. The solution was poured into ice-water (100 ml) and extracted with diethyl ether. The organic layer was washed with 1N... Reaction SMILES: [Br-:16].[BrH:20].[CH3:21][S:22]([CH3:23])=[O:24].[N:12]([O-:13])=[O:14].[NH2:1][c:2]1[c:3]2[cH:4][cH:5][cH:6][n:7][c:8]2[cH:9][cH:10][cH:11]1.[Na+:15].[Na+:18].[OH-:17].[OH2:19]>>[c:2]1([Br:16])[c:3]2[cH:4][cH:5][cH:6][n:7][c:8]2[cH:9][cH:10][cH:11]1. The product is Brc1cccc2ncccc12. Reactants: [Br-], Br, CS(C)=O, O=N[O-], Nc1cccc2ncccc12, [Na+], [Na+], [OH-], O. The reactants are C(C1=CC=CC=C1)C=1C=NC2=C(C=CC=C2C1C=1C=C(C=CC1)O)C(F)(F)F (3-[3-benzyl-8-(trifluoromethyl)quinolin-4-yl]phenol), C(C)OC(C(C)C1=CC=C(C=C1)CBr)=O (2-(4-Bromomethyl-phenyl)-propionic acid ethyl ester), halide. Reaction SMILES: [CH2:1]([C:8]1[CH:9]=[N:10][C:11]2[C:16]([C:17]=1[C:18]1[CH:19]=[C:20]([OH:24])[CH:21]=[CH:22][CH:23]=1)=[CH:15][CH:14]=[CH:13][C:12]=2[C:25]([F:28])([F:27])[F:26])[C:2]1[CH:7]=[CH:6][CH:5]=[CH:4][CH:3]=1.C([O:31][C:32](=[O:43])[CH:33]([C:35]1[CH:40]=[CH:39][C:38]([CH2:41]Br)=[CH:37][CH:36]=1)[CH3:34])C>>[CH2:1]([C:8]1[CH:9]=[N:10][C:11]2[C:16]([C:17]=1[C:18]1[CH:19]=[C:20]([CH:21]=[CH:22][CH:23]=1)[O:24][CH2:41][C:38]1[CH:37]=[CH:36][C:35]([CH:33]([CH3:34])[C:32]([OH:43])=[O:31])=[CH:40][CH:39]=1)=[CH:15][CH:14]=[CH:13][C:12]=2[C:25]([F:28])([F:26])[F:27])[C:2]1[CH:3]=[CH:4][CH:5]=[CH:6][CH:7]=1. The product is C(C1=CC=CC=C1)C=1C=NC2=C(C=CC=C2C1C=1C=C(OCC2=CC=C(C=C2)C(C(=O)O)C)C=CC1)C(F)(F)F (2-[4-({3-[3-BENZYL-8-(TRIFLUOROMETHYL)QUINOLIN-4-YL]PHENOXY}METHYL)PHENYL]PROPANOIC ACID). Procedure: Prepared using the procedure in Example 56 except using 3-[3-benzyl-8-(trifluoromethyl)quinolin-4-yl]phenol and 2-(4-Bromomethyl-phenyl)-propionic acid ethyl ester as the halide. MS (ESI) m/z 542. The reactants are Cl, [I-], O=N[O-], Cc1ccc2c(=O)[nH]ncc2c1N, [Na+], O. Yields the product Cc1ccc2c(=O)[nH]ncc2c1I. Reaction SMILES: [ClH:19].[I-:18].[N:14]([O-:15])=[O:16].[NH2:1][c:2]1[c:3]2[cH:4][n:5][nH:6][c:7](=[O:13])[c:8]2[cH:9][cH:10][c:11]1[CH3:12].[Na+:17].[OH2:20]>>[c:2]1([I:18])[c:3]2[cH:4][n:5][nH:6][c:7](=[O:13])[c:8]2[cH:9][cH:10][c:11]1[CH3:12]. Starting materials: ethyl-1-pentenoic acid, B1C2CCCC1CCC2 (9-BBN), C1CCOC1 (THF), C(=O)([O-])[O-].[K+].[K+] (K2CO3), BrC1=NC=C(C=C1)Br (2,5-dibromopyridine). The reagents and catalysts are CC(=O)[O-].CC(=O)[O-].[Pd+2] (Pd(OAc)2), C1=CC=C(C=C1)P([C-]2C=CC=C2)C3=CC=CC=C3.C1=CC=C(C=C1)P([C-]2C=CC=C2)C3=CC=CC=C3.[Fe+2] (DPPF). Run in C(C)(=O)OCC (ethyl acetate), CN(C)C=O (DMF). Conditions: time 18 hour. The product is C(C)OC(CCCCC1=NC=C(C=C1)Br)=O (5-(5-Bromo-pyridin-2-yl)-pentanoic acid ethyl ester). As a reaction SMILES: B1[CH:6]2[CH2:7][CH2:8][CH2:9][CH:2]1[CH2:3][CH2:4][CH2:5]2.C([O-])([O-])=[O:11].[K+].[K+].BrC1C=C[C:20]([Br:23])=[CH:19][N:18]=1.C1C[O:27][CH2:26][CH2:25]1>CN(C=O)C.C(OCC)(=O)C.CC([O-])=O.CC([O-])=O.[Pd+2].C1C=CC(P(C2C=CC=CC=2)[C-]2C=CC=C2)=CC=1.C1C=CC(P(C2C=CC=CC=2)[C-]2C=CC=C2)=CC=1.[Fe+2]>[CH2:26]([O:27][C:2](=[O:11])[CH2:9][CH2:8][CH2:7][CH2:6][C:5]1[CH:4]=[CH:3][C:20]([Br:23])=[CH:19][N:18]=1)[CH3:25] |f:1.2.3,8.9.10,11.12.13|. Reported procedure: To a stirred solution of ethyl-1-pentenoic acid (10 g, 78 mmol) in degassed THF (80 mL) at 0° C. was added dropwise a solution of 9-BBN (187 mL of 0.5 M in THF, 94 mmol) and the mixture stirred for 18 hours at ambient temperature to produce 8-1. K2CO3 (18.4 g, 133 mmol) and 2,5-dibromopyridine (18.5 g, 78 mmol) were added, followed by a premixed and aged (70° C. for 30 min) suspension of Pd(OAc)2 (2.0 g, 8.9 mmol) and DPPF (5.4 g, 9.8 m-mol) in degassed DMF (80 mL). The resulting mixture was sti... Starting materials: S(=O)(=O)([O-])[O-].[Na+].[Na+] (sodium sulfate), CC1=CC(=O)C(C(=O)O1)C(=O)C (dehydroacetic acid), decyl aldehyde, N1CCCCC1 (piperidine). The solvent is C(Cl)(Cl)Cl (chloroform). Run at time 8 hour. The product is C(C=CCCCCCCCCC)(=O)C1C(OC(=CC1=O)C)=O (3-(2-dodecenoyl)-6-methyl-2H-pyran-2,4(3H)-dione). Yield: 55.0%. As a reaction SMILES: [CH3:1][C:2]1[O:9][C:7](=[O:8])[CH:6]([C:10]([CH3:12])=[O:11])[C:4](=[O:5])[CH:3]=1.N1[CH2:18][CH2:17][CH2:16][CH2:15][CH2:14]1.S([O-])([O-])(=O)=O.[Na+].[Na+]>C(Cl)(Cl)Cl>[C:10]([CH:6]1[C:4](=[O:5])[CH:3]=[C:2]([CH3:1])[O:9][C:7]1=[O:8])(=[O:11])[CH:12]=[CH:14][CH2:15][CH2:16][CH2:17][CH2:18][CH2:1][CH2:2][CH2:3][CH2:4][CH3:6] |f:2.3.4|. Procedure details: To a solution of 30.2 g (0.18 mole) of dehydroacetic acid and 30.0 g (0.19 mole) of decyl aldehyde in 300 ml of chloroform was added dropwise 4.8 g of piperidine at room temperature. The mixture was refluxed for 7 hours, while removing the water formed on the reaction with the aid of a Soxhlet extractor charged with anhydrous sodium sulfate. After the reaction, the reaction mixture was extracted with 600 ml of chloroform. The organic layer was separated, washed with 2N HCl and then with water, a...